Task: describe an organic reaction: reactants, conditions, products, and yield. Dataset: the Open Reaction Database (ORD), a public repository of structured organic reaction records Reactants: COC(=O)C(CC1CCCC1)c1ccc(C#N)cc1, CO, Cl, [Li+], C1CCOC1, [OH-], O. Product: N#Cc1ccc(C(CC2CCCC2)C(=O)O)cc1. As a reaction SMILES: [CH3:1][O:2][C:3]([CH:4]([CH2:5][CH:6]1[CH2:7][CH2:8][CH2:9][CH2:10]1)[c:11]1[cH:12][cH:13][c:14]([C:17]#[N:18])[cH:15][cH:16]1)=[O:19].[CH3:23][OH:24].[ClH:22].[Li+:20].[O:26]1[CH2:27][CH2:28][CH2:29][CH2:30]1.[OH-:21].[OH2:25]>>[O:2]=[C:3]([CH:4]([CH2:5][CH:6]1[CH2:7][CH2:8][CH2:9][CH2:10]1)[c:11]1[cH:12][cH:13][c:14]([C:17]#[N:18])[cH:15][cH:16]1)[OH:19]. The reactants are Cl (hydrochloric acid), O1CCOCC1 (dioxane), CN1CCC(CC1)C(=O)O (1-methyl-4-piperdine carboxylic acid). The product is C(C)OC(=O)C1CCN(CC1)C (1-methyl-4-piperdine carboxylic acid ethyl ester). The yield is 499.5%. Reaction SMILES: Cl.O1CCO[CH2:4][CH2:3]1.[CH3:8][N:9]1[CH2:14][CH2:13][CH:12]([C:15]([OH:17])=[O:16])[CH2:11][CH2:10]1>>[CH2:3]([O:16][C:15]([CH:12]1[CH2:13][CH2:14][N:9]([CH3:8])[CH2:10][CH2:11]1)=[O:17])[CH3:4]. Procedure details: A solution of 2N hydrochloric acid in dioxane (2.8 ml, 11.13 mmol) was added to 1-methyl-4-piperdine carboxylic acid (20 g, 111.33 mmol) and the mixture heated at reflux for 18 hours. The reaction was concentrated to dryness and the resultant solid dissolved in dichloromethane and washed with a saturated solution of sodium bicarbonate, dried (magnesium sulphate) and concentrated to afford 1-methyl-4-piperdine carboxylic acid ethyl ester as a white solid (9.52 g, 50% yield). Starting materials: C(C)OCC (Diethyl ether), C(C)(C)(C)OC(NCC1=NC=C(C2=CC(=C(C=C12)OC)OC)C(NCCOC)=O)=O ([6,7-dimethoxy-4-(2-methoxy-ethylcarbamoyl)-isoquinolin-1-ylmethyl]-carbamic acid tert-butyl ester), Cl (HCl). Solvent: O1CCOCC1 (dioxane), O1CCOCC1 (dioxane). Reaction conditions: time 8 hour. Product: COCCNC(=O)C1=CN=C(C2=CC(=C(C=C12)OC)OC)CN (1-Aminomethyl-6,7-dimethoxy-isoquinoline-4-carboxylic acid (2-methoxy-ethyl)-amide). Reaction SMILES: C(OC(=O)[NH:7][CH2:8][C:9]1[C:18]2[C:13](=[CH:14][C:15]([O:21][CH3:22])=[C:16]([O:19][CH3:20])[CH:17]=2)[C:12]([C:23](=[O:29])[NH:24][CH2:25][CH2:26][O:27][CH3:28])=[CH:11][N:10]=1)(C)(C)C.Cl.C(OCC)C>O1CCOCC1>[CH3:28][O:27][CH2:26][CH2:25][NH:24][C:23]([C:12]1[C:13]2[C:18](=[CH:17][C:16]([O:19][CH3:20])=[C:15]([O:21][CH3:22])[CH:14]=2)[C:9]([CH2:8][NH2:7])=[N:10][CH:11]=1)=[O:29]. Reported procedure: A solution of [6,7-dimethoxy-4-(2-methoxy-ethylcarbamoyl)-isoquinolin-1-ylmethyl]-carbamic acid tert-butyl ester (45 mg, 0.11 mmol) in dioxane (2 ml) was treated with 4M HCl in dioxane (2 ml) and the mixture was stirred overnight at room temperature. Diethyl ether was added and the HCl salt was collected by suction filtration (38 mg, quant.): 1H NMR (DMSO-d6) δ 3.28 (s, 3H), 3.47-3.53 (m, 4H), 3.89 (s, 3H), 3.99 (s, 3H), 4.72 (m, 2H), 7.46 (s, 1H), 7.70 (s, 1H), 8.42 (s, 1H), 8.65 (br s, 3H), 8.... The product is COc1cc2c(cc1Br)C(C(C)C)=CC(C)(C)O2. RXN SMILES: [Br:6][c:7]1[cH:8][c:9]2[c:14]([cH:15][c:16]1[O:17][CH3:18])[O:13][C:12]([CH3:19])([CH3:20])[CH2:11][C:10]2=[O:21].[CH2:33]1[O:34][CH2:35][CH2:36][CH2:37]1.[CH:2]([CH3:3])([CH3:4])[Mg+:5].[Cl-:1].[c:22]1([CH3:23])[cH:24][cH:25][c:26]([S:27]([OH:28])(=[O:29])=[O:30])[cH:31][cH:32]1>>[CH:2]([CH3:3])([CH3:4])[C:10]1=[CH:11][C:12]([CH3:19])([CH3:20])[O:13][c:14]2[c:9]1[cH:8][c:7]([Br:6])[c:16]([O:17][CH3:18])[cH:15]2. The reactants are COc1cc2c(cc1Br)C(=O)CC(C)(C)O2, C1CCOC1, CC(C)[Mg+], [Cl-], Cc1ccc(S(=O)(=O)O)cc1. Starting materials: OC(C(C)C)(C=1N=CN(C1)C(C1=CC=CC=C1)(C1=CC=CC=C1)C1=CC=CC=C1)C=1C=C2C=CC(=CC2=CC1)C(=O)OC (methyl 6-(1-hydroxy-2-methyl-1-(1-trityl-1H-imidazol-4-yl)propyl)-2-naphthoate), OC(C(C)C)(C=1N=CN(C1)C(C1=CC=CC=C1)(C1=CC=CC=C1)C1=CC=CC=C1)C=1C=C2C=CC(=CC2=CC1)C(=O)O (6-(1-hydroxy-2-methyl-1-(1-trityl-1H-imidazol-4-yl)propyl)-2-naphthoic acid), C1(CCCC1)N (cyclopentylamine). Yields the product C1(CCCC1)NC(=O)C1=CC2=CC=C(C=C2C=C1)C(C(C)C)(C=1N=CNC1)O (N-Cyclopentyl-6-[1-hydroxy-1-(1H-imidazol-4-yl)-2-methylpropyl)-2-naphthamide). RXN SMILES: [OH:1][C:2]([C:30]1[CH:31]=[C:32]2[C:37](=[CH:38][CH:39]=1)[CH:36]=[C:35]([C:40](OC)=[O:41])[CH:34]=[CH:33]2)([C:6]1[N:7]=[CH:8][N:9](C(C2C=CC=CC=2)(C2C=CC=CC=2)C2C=CC=CC=2)[CH:10]=1)[CH:3]([CH3:5])[CH3:4].OC(C1C=C2C(=CC=1)C=C(C(O)=O)C=C2)(C1N=C[N:52]([C:54]([C:67]2[CH:72]=[CH:71][CH:70]=CC=2)(C2C=CC=CC=2)C2C=CC=CC=2)C=1)C(C)C.C1(N)CCCC1>>[CH:54]1([NH:52][C:40]([C:35]2[CH:34]=[CH:33][C:32]3[C:37](=[CH:38][CH:39]=[C:30]([C:2]([OH:1])([C:6]4[N:7]=[CH:8][NH:9][CH:10]=4)[CH:3]([CH3:4])[CH3:5])[CH:31]=3)[CH:36]=2)=[O:41])[CH2:67][CH2:72][CH2:71][CH2:70]1. Procedure: In a manner to that described in Example 9-(i), methyl 6-(1-hydroxy-2-methyl-1-(1-trityl-1H-imidazol-4-yl)propyl)-2-naphthoate (2.83 g) was converted to 6-(1-hydroxy-2-methyl-1-(1-trityl-1H-imidazol-4-yl)propyl)-2-naphthoic acid, which was reacted with cyclopentylamine (0.16 ml) in a similar manner as described in Example 24-(i) to give the titled compound (509 mg) as a colorless powder. Starting materials: C(CCCCCCCCC)N1C=NC(=C1Cl)C (1-decyl-4-methyl-5-chloroimidazole), C(C1=CC=CC=C1)Cl (benzyl chloride). Reaction conditions: temperature 125 celsius, time 30 minute. Product: [Cl-].C(CCCCCCCCC)[N+]1=CN(C(=C1Cl)C)CC1=CC=CC=C1 (1-decyl-3-benzyl-4-methyl-5-chloroimidazolium chloride). RXN SMILES: [CH2:1]([N:11]1[C:15]([Cl:16])=[C:14]([CH3:17])[N:13]=[CH:12]1)[CH2:2][CH2:3][CH2:4][CH2:5][CH2:6][CH2:7][CH2:8][CH2:9][CH3:10].[CH2:18](Cl)[C:19]1[CH:24]=[CH:23][CH:22]=[CH:21][CH:20]=1>>[Cl-:16].[CH2:1]([N+:11]1[C:15]([Cl:16])=[C:14]([CH3:17])[N:13]([CH2:18][C:19]2[CH:24]=[CH:23][CH:22]=[CH:21][CH:20]=2)[CH:12]=1)[CH2:2][CH2:3][CH2:4][CH2:5][CH2:6][CH2:7][CH2:8][CH2:9][CH3:10] |f:2.3|. Procedure: 25.5 g (0.1 mole) of 1-decyl-4-methyl-5-chloroimidazole were heated to 100° C., 12.6 g (0.1 mole) of benzyl chloride were added dropwise in the course of 10 minutes, and the mixture was then stirred for a further 30 minutes at 125° C. Starting materials: CC(c1ccccc1)N1CC(CO[Si](C)(C)C(C)(C)C)(C(=O)OC(C)(C)C)CC1=O, C[Si](C)(C)[N-][Si](C)(C)C, [Cl-], CI, [Li+], [NH4+], C1CCOC1. Product: CC(c1ccccc1)N1CC(CO[Si](C)(C)C(C)(C)C)(C(=O)OC(C)(C)C)C(C)C1=O. As a reaction SMILES: [C:1]([CH3:2])([CH3:3])([CH3:4])[O:5][C:6](=[O:7])[C:8]1([CH2:22][O:23][Si:24]([CH3:25])([CH3:26])[C:27]([CH3:28])([CH3:29])[CH3:30])[CH2:9][N:10]([CH:14]([CH3:15])[c:16]2[cH:17][cH:18][cH:19][cH:20][cH:21]2)[C:11](=[O:13])[CH2:12]1.[CH3:33][Si:34]([N-:35][Si:36]([CH3:37])([CH3:38])[CH3:39])([CH3:40])[CH3:41].[Cl-:43].[I:31][CH3:32].[Li+:42].[NH4+:44].[O:45]1[CH2:46][CH2:47][CH2:48][CH2:49]1>>[C:1]([CH3:2])([CH3:3])([CH3:4])[O:5][C:6](=[O:7])[C:8]1([CH2:22][O:23][Si:24]([CH3:25])([CH3:26])[C:27]([CH3:28])([CH3:29])[CH3:30])[CH2:9][N:10]([CH:14]([CH3:15])[c:16]2[cH:17][cH:18][cH:19][cH:20][cH:21]2)[C:11](=[O:13])[CH:12]1[CH3:33].